Dataset: the Open Reaction Database (ORD), a public repository of structured organic reaction records. Task: describe an organic reaction: reactants, conditions, products, and yield The reactants are Cc1cc(O)c2c(ccc3nc(-c4ccccc4)[nH]c32)n1, CN(C)C=O, CO, O=P(Cl)(Cl)Cl. Yields the product Cc1cc(Cl)c2c(ccc3nc(-c4ccccc4)[nH]c32)n1. Reaction SMILES: [CH3:1][c:2]1[n:3][c:4]2[cH:5][cH:6][c:7]3[c:8]([c:9]2[c:10]([OH:12])[cH:11]1)[nH:13][c:14](-[c:16]1[cH:17][cH:18][cH:19][cH:20][cH:21]1)[n:15]3.[CH3:27][N:28]([CH3:29])[CH:30]=[O:31].[CH3:32][OH:33].[P:22]([Cl:23])([Cl:24])([Cl:25])=[O:26]>>[CH3:1][c:2]1[n:3][c:4]2[cH:5][cH:6][c:7]3[c:8]([c:9]2[c:10]([Cl:24])[cH:11]1)[nH:13][c:14](-[c:16]1[cH:17][cH:18][cH:19][cH:20][cH:21]1)[n:15]3.